This data is from the Open Reaction Database (ORD), a public repository of structured organic reaction records. The task is: describe an organic reaction: reactants, conditions, products, and yield The product is FC1=C(N(C)C)C=CC(=C1)B1OC(C(O1)(C)C)(C)C (2-fluoro-N,N-dimethyl-4-(4,4,5,5-tetramethyl-1,3,2-dioxaborolan-2-yl)aniline). Procedure details: The mixture of 2-fluoro-4-(4,4,5,5-tetramethyl-1,3,2-dioxaborolan-2-yl)aniline (474 mg, 2 mmol), K2CO3 (828 mg, 6 mmol), and MeI (710 mg, 5 mmol) in DMF (10 mL), was stirred at 100° C. overnight. Then it was cooled and extracted by EA/H2O, the organic layer was combined, washed by brine, dried over anhydrous Na2SO4, and concentrated to give the crude compound in 93% yield. MS (m/z): 266 (M+H)+. RXN SMILES: [F:1][C:2]1[CH:8]=[C:7]([B:9]2[O:13][C:12]([CH3:15])([CH3:14])[C:11]([CH3:17])([CH3:16])[O:10]2)[CH:6]=[CH:5]C=1N.C([O-])([O-])=O.[K+].[K+].CI.[CH3:26][N:27]([CH:29]=O)[CH3:28]>>[F:1][C:2]1[CH:8]=[C:7]([B:9]2[O:13][C:12]([CH3:15])([CH3:14])[C:11]([CH3:17])([CH3:16])[O:10]2)[CH:6]=[CH:5][C:29]=1[N:27]([CH3:26])[CH3:28] |f:1.2.3|. Run at temperature 100 celsius, time 8 hour. Isolated yield 93.0%. Reactants: FC1=C(N)C=CC(=C1)B1OC(C(O1)(C)C)(C)C (2-fluoro-4-(4,4,5,5-tetramethyl-1,3,2-dioxaborolan-2-yl)aniline), C(=O)([O-])[O-].[K+].[K+] (K2CO3), CI (MeI), CN(C)C=O (DMF). Reactants: C(C)OCC (diethyl ether), COC=1C=C(C=C(C1OC)I)C1OCCCO1 (2-(3,4-dimethoxy-5-iodophenyl)-1,3-dioxane), C(CCC)[Li] (n-butyllithium), aryl lithium, C(=O)=O (carbon dioxide). The solvent is C1CCOC1 (THF), O (Water). Reaction conditions: temperature -78 celsius, time 45 minute. Yields the product COC1=C(C(=O)O)C=C(C=C1OC)C=O (2,3-dimethoxy-5-formylbenzoic acid). As a reaction SMILES: [CH3:1][O:2][C:3]1[CH:4]=[C:5]([CH:12]2[O:17]CCCO2)[CH:6]=[C:7](I)[C:8]=1[O:9][CH3:10].C([Li])CCC.[C:23](=[O:25])=[O:24].C(OCC)C>C1COCC1.O>[CH3:10][O:9][C:8]1[C:3]([O:2][CH3:1])=[CH:4][C:5]([CH:12]=[O:17])=[CH:6][C:7]=1[C:23]([OH:25])=[O:24]. Procedure details: 2-(3,4-dimethoxy-5-iodophenyl)-1,3-dioxane (42) (FIG. 22) (1.7 g, 4.86 mmole) was dissolved in 40 ml dry THF and cooled to -78° C. under an argon atmosphere. n-butyllithium (4.3 ml of a 1.25M soln.) was added and the reaction was warmed to 0° C. and was stirred at that temperature for an additional 45 minutes. The aryl lithium solution was then poured onto solid carbon dioxide covered with anhydrous diethyl ether. A white precipitate formed immediately. Water was added and the organic solvent su... Starting materials: C(C)N(CCC1=CC=C(C=C1)O)C(CC)=O (N-ethyl,N-propionyl tyramine), [H-].[Na+] (sodium hydride), C(C)(=O)OCC (ethyl acetate), compound. Solvent: O1CCCC1 (tetrahydrofuran). Conditions: time 10 minute. The product is C1(=CC=CC=C1)OC1=CC=CC=C1 (phenyl ether). Isolated yield 32.0%. Reaction SMILES: C(N(C(=O)CC)CC[C:6]1[CH:11]=[CH:10][C:9]([OH:12])=[CH:8][CH:7]=1)C.[H-].[Na+].C(O[CH2:23][CH3:24])(=O)C>O1CCCC1>[C:24]1([O:12][C:9]2[CH:8]=[CH:7][CH:6]=[CH:11][CH:10]=2)[CH:23]=[CH:8][CH:7]=[CH:6][CH:11]=1 |f:1.2|. Procedure: To a stirred solution of N-ethyl,N-propionyl tyramine (2.84 g, 12.83 mmole) in tetrahydrofuran (32.1 ml) was added 60% sodium hydride dispersion (0.56 g, 14.11 mmole). After stirring for 10 minutes, the compound of Example 42(E) (4.70 g, 12.83 mmole) was added. The reaction was allowed to stir at room temperature for 5 hours, poured into ethyl acetate, and extracted with 10% sodium sulfate, then brine. The organic layer was dried over sodium sulfate, evaporated to dryness, and chromatographed on... Reactants: CCOC(=O)C(C)(C)CC#Cc1ccc(-c2onc(C)c2NC(=O)OC(C)c2ccccc2Cl)cc1, CO, [Li+], [OH-], O. Yields the product Cc1noc(-c2ccc(C#CCC(C)(C)C(=O)O)cc2)c1NC(=O)OC(C)c1ccccc1Cl. Reaction SMILES: [CH2:1]([CH3:2])[O:3][C:4]([C:5]([CH2:6][C:7]#[C:8][c:9]1[cH:10][cH:11][c:12](-[c:15]2[c:16]([NH:21][C:22](=[O:23])[O:24][CH:25]([CH3:26])[c:27]3[c:28]([Cl:33])[cH:29][cH:30][cH:31][cH:32]3)[c:17]([CH3:20])[n:18][o:19]2)[cH:13][cH:14]1)([CH3:34])[CH3:35])=[O:36].[CH3:39][OH:40].[Li+:37].[OH-:38].[OH2:41]>>[O:3]=[C:4]([C:5]([CH2:6][C:7]#[C:8][c:9]1[cH:10][cH:11][c:12](-[c:15]2[c:16]([NH:21][C:22](=[O:23])[O:24][CH:25]([CH3:26])[c:27]3[c:28]([Cl:33])[cH:29][cH:30][cH:31][cH:32]3)[c:17]([CH3:20])[n:18][o:19]2)[cH:13][cH:14]1)([CH3:34])[CH3:35])[OH:36]. Starting materials: COC=1C=C2C=C3C(=NC2=CC1OC)N=C(NC3=O)C(=O)OCC (ethyl 7,8-dimethoxypyrimido[4,5-b]quinolin-4(3H)-one-2-carboxylate), CN (monomethylamine), product, stainless steel. Run in C(C)O (ethanol). Product: CNC(=O)C=1NC(C=2C(=NC3=CC(=C(C=C3C2)OC)OC)N1)=O (N-Methyl-7,8-dimethoxypyrimido[4,5-b]quinolin-4(3H)-one-2-carboxamide). Reaction SMILES: [CH3:1][O:2][C:3]1[CH:4]=[C:5]2[C:10](=[CH:11][C:12]=1[O:13][CH3:14])[N:9]=[C:8]1[N:15]=[C:16]([C:20]([O:22]CC)=O)[NH:17][C:18](=[O:19])[C:7]1=[CH:6]2.[CH3:25][NH2:26]>C(O)C>[CH3:25][NH:26][C:20]([C:16]1[NH:17][C:18](=[O:19])[C:7]2[C:8]([N:15]=1)=[N:9][C:10]1[C:5]([CH:6]=2)=[CH:4][C:3]([O:2][CH3:1])=[C:12]([O:13][CH3:14])[CH:11]=1)=[O:22]. Procedure details: A mixture of ethyl 7,8-dimethoxypyrimido[4,5-b]quinolin-4(3H)-one-2-carboxylate (300 mg., 0.90 mM) and ethanol (75 ml.) saturated with anhydrous monomethylamine is heated at 95° C. for 24 hours in a stainless steel bomb. The bomb and contents are cooled, the contents removed and concentrated to dryness under reduced pressure. The residue is recrystallized from chloroform/ethyl acetate to give 250 mg. (88%) of product, m.p. 334° C. (dec.). The product is COC(=O)CCc1ccc(OCc2cccc(-c3ccccn3)c2)cc1. The reactants are COC(=O)CCc1ccc(OCc2cccc(Br)c2)cc1, CN(C)C=O, O, C[Sn](C)(C)c1ccccn1. RXN SMILES: [Br:1][c:2]1[cH:3][c:4]([CH2:8][O:9][c:10]2[cH:11][cH:12][c:13]([CH2:16][CH2:17][C:18](=[O:19])[O:20][CH3:21])[cH:14][cH:15]2)[cH:5][cH:6][cH:7]1.[CH3:33][N:34]([CH3:35])[CH:36]=[O:37].[OH2:32].[n:22]1[c:23]([Sn:28]([CH3:29])([CH3:30])[CH3:31])[cH:24][cH:25][cH:26][cH:27]1>>[c:2]1(-[c:23]2[n:22][cH:27][cH:26][cH:25][cH:24]2)[cH:3][c:4]([CH2:8][O:9][c:10]2[cH:11][cH:12][c:13]([CH2:16][CH2:17][C:18](=[O:19])[O:20][CH3:21])[cH:14][cH:15]2)[cH:5][cH:6][cH:7]1. Reactants: C(C)(C)(C)C=1C=C(C=C2SC3=C(N(C2=O)CC#N)C=CC=C3)C=C(C1O)C(C)(C)C (2-(3,5-di-tert.-butyl-4-hydroxybenzylidene) -4-cyanomethyl-3,4-dihydro-3-oxo-2H-1,4-benzothiazine), O (water), [N-]=[N+]=[N-].[Na+] (sodium azide), [Cl-].[NH4+] (ammonium chloride). Run in CC(=O)C (dimethylformaldehyde). Reaction conditions: temperature 105 celsius, time 8 hour. Product: C(C)(C)(C)C=1C=C(C=C2SC3=C(N(C2=O)CC2=NN=NN2)C=CC=C3)C=C(C1O)C(C)(C)C (2-(3,5-Di-tert.-butyl-4-hydroxybenzylidene)-3,4-dihydro-3-oxo-4-(1H-tetrazol-5-ylmethyl)-2H-1,4-benzothiazine). Yield: 56.9%. As a reaction SMILES: [C:1]([C:5]1[CH:6]=[C:7]([CH:23]=[C:24]([C:27]([CH3:30])([CH3:29])[CH3:28])[C:25]=1[OH:26])[CH:8]=[C:9]1[C:14](=[O:15])[N:13]([CH2:16][C:17]#[N:18])[C:12]2[CH:19]=[CH:20][CH:21]=[CH:22][C:11]=2[S:10]1)([CH3:4])([CH3:3])[CH3:2].[N-:31]=[N+:32]=[N-:33].[Na+].[Cl-].[NH4+].O>CC(C)=O>[C:1]([C:5]1[CH:6]=[C:7]([CH:23]=[C:24]([C:27]([CH3:30])([CH3:29])[CH3:28])[C:25]=1[OH:26])[CH:8]=[C:9]1[C:14](=[O:15])[N:13]([CH2:16][C:17]2[NH:33][N:32]=[N:31][N:18]=2)[C:12]2[CH:19]=[CH:20][CH:21]=[CH:22][C:11]=2[S:10]1)([CH3:4])([CH3:3])[CH3:2] |f:1.2,3.4|. Procedure details: To a solution of 2-(3,5-di-tert.-butyl-4-hydroxybenzylidene) -4-cyanomethyl-3,4-dihydro-3-oxo-2H-1,4-benzothiazine (compound No. 1-1, 0.335 g) in dimethylformaldehyde (5 ml), sodium azide (0.078 g) and ammonium chloride (0.064 g) were added. The mixture was stirred overnight at 105° C. under a nitrogen atmosphere. To the mixture, water was added, and the whole was extracted with ethyl acetate. The organic layer was dried over anhydrous sodium sulfate and concentrated in vacuo. To the oily residu...